This data is from the Open Reaction Database (ORD), a public repository of structured organic reaction records. The task is: describe an organic reaction: reactants, conditions, products, and yield Reactants: O=C([O-])[O-], ClC(Cl)Cl, S=C(Cl)Cl, [K+], [K+], CCN(CC)c1ccc(N)cn1, O. The product is CCN(CC)c1ccc(N=C=S)cn1. RXN SMILES: [C:17](=[O:18])([O-:19])[O-:20].[CH:24]([Cl:25])([Cl:26])[Cl:27].[Cl:13][C:14]([Cl:15])=[S:16].[K+:21].[K+:22].[NH2:1][c:2]1[cH:3][cH:4][c:5]([N:8]([CH2:9][CH3:10])[CH2:11][CH3:12])[n:6][cH:7]1.[OH2:23]>>[N:1]([c:2]1[cH:3][cH:4][c:5]([N:8]([CH2:9][CH3:10])[CH2:11][CH3:12])[n:6][cH:7]1)=[C:14]=[S:16]. Starting materials: CC12C=CC(=O)C=C1C(C(F)(F)F)CC1C2CCC2(C)C(=O)CCC12, O=S(=O)(Cl)Cl, c1ccncc1. The product is CC12C=CC(=O)C(Cl)=C1C(C(F)(F)F)CC1C2CCC2(C)C(=O)CCC12. RXN SMILES: [F:1][C:2]([CH:3]1[CH2:4][CH:5]2[CH:6]3[CH2:7][CH2:8][C:9](=[O:23])[C:10]3([CH3:11])[CH2:12][CH2:13][CH:14]2[C:15]2([CH3:22])[CH:16]=[CH:17][C:18](=[O:21])[CH:19]=[C:20]12)([F:24])[F:25].[S:26]([Cl:27])(=[O:28])([Cl:29])=[O:30].[cH:31]1[cH:32][cH:33][n:34][cH:35][cH:36]1>>[F:1][C:2]([CH:3]1[CH2:4][CH:5]2[CH:6]3[CH2:7][CH2:8][C:9](=[O:23])[C:10]3([CH3:11])[CH2:12][CH2:13][CH:14]2[C:15]2([CH3:22])[CH:16]=[CH:17][C:18](=[O:21])[C:19]([Cl:29])=[C:20]12)([F:24])[F:25]. The reactants are CC(C)CCN1C(=O)C(=O)c2ccccc21, CS(C)=O, Cl. Yields the product CC(C)CCN1C(=O)Cc2ccccc21. RXN SMILES: [CH2:1]([CH2:2][CH:3]([CH3:4])[CH3:5])[N:6]1[C:7](=[O:8])[C:9](=[O:10])[c:11]2[cH:12][cH:13][cH:14][cH:15][c:16]21.[CH3:18][S:19]([CH3:20])=[O:21].[ClH:17]>>[CH2:1]([CH2:2][CH:3]([CH3:4])[CH3:5])[N:6]1[C:7](=[O:8])[CH2:9][c:11]2[cH:12][cH:13][cH:14][cH:15][c:16]21. Reactants: NC1=CC=C(C=2C(C3=CC=CC=C3C(C12)=O)=O)N (1,4-diaminoanthraquinone), C(C(=C)C)(=O)OCC1CO1 (glycidyl methacrylate). The solvent is CO (methanol). Yields the product C1=CC=CC=2C(C3=CC=CC=C3C(C12)=O)=O (anthraquinone). Reaction SMILES: N[C:2]1[C:15]2[C:14](=[O:16])[C:13]3[C:8](=[CH:9][CH:10]=[CH:11][CH:12]=3)[C:7](=[O:17])[C:6]=2[C:5](N)=[CH:4][CH:3]=1.C(OCC1OC1)(=O)C(C)=C>CO>[CH:9]1[C:8]2[C:7](=[O:17])[C:6]3[C:15](=[CH:2][CH:3]=[CH:4][CH:5]=3)[C:14](=[O:16])[C:13]=2[CH:12]=[CH:11][CH:10]=1. Procedure details: A solution prepared by adding 0.02 part of methoquinone to a mixture comprising 24 parts of 1,4-diaminoanthraquinone and 70 parts of glycidyl methacrylate and dissolving the obtained mixture in 1000 parts of methanol was stirred under reflux for 8 hours. After the completion of the reaction, the reaction mixture was distilled to remove the methanol. The obtained viscous solid was subjected to extractive washing with petroleum ether to give a blue polymerizable anthraquinone dye D. The anthraquin... Procedure details: To a solution of benzyl-(2-methanesulfonyl-4-pyridin-4-yl-phenyl)-amine (2.0 g) in dioxane/methanol 1:1 (100 ml) was added 2N HCl (5 ml) and palladium black (1.0 g). The reaction mixture was hydrogenated at 1.1 bar and rt for 18 h. The catalyst was filtered off over a microfilter and washed with methanol. The filtrate was evaporated to dryness to obtain the desired compound (1.45 g) as a yellowish solid. MS (ISP): 249.1 (M+H)+ The reagents and catalysts are [Pd] (palladium black). Run at time 18 hour. Run in O1CCOCC1.CO (dioxane methanol). The product is CS(=O)(=O)C1=C(C=CC(=C1)C1=CC=NC=C1)N (2-Methanesulfonyl-4-pyridin-4-yl-phenylamine). The yield is 98.8%. Reaction SMILES: C([NH:8][C:9]1[CH:14]=[CH:13][C:12]([C:15]2[CH:20]=[CH:19][N:18]=[CH:17][CH:16]=2)=[CH:11][C:10]=1[S:21]([CH3:24])(=[O:23])=[O:22])C1C=CC=CC=1.Cl>O1CCOCC1.CO.[Pd]>[CH3:24][S:21]([C:10]1[CH:11]=[C:12]([C:15]2[CH:16]=[CH:17][N:18]=[CH:19][CH:20]=2)[CH:13]=[CH:14][C:9]=1[NH2:8])(=[O:23])=[O:22] |f:2.3|. Reactants: C(C1=CC=CC=C1)NC1=C(C=C(C=C1)C1=CC=NC=C1)S(=O)(=O)C (benzyl-(2-methanesulfonyl-4-pyridin-4-yl-phenyl)-amine), Cl (HCl). The reactants are C(C)OC(=O)C=1N=C(N(C(C1O)=O)C)C1=C(C=CC=C1F)F (2-(2,6-difluoro-phenyl)-5-hydroxy-1-methyl-6-oxo-1,6-dihydro-pyrimidine-4-carboxylic acid ethyl ester), FC=1C=C(CN)C=CC1C(F)(F)F (3-fluoro-4-trifluoromethylbenzylamine). The product is FC=1C=C(CNC(=O)C=2N=C(N(C(C2O)=O)C)C2=C(C=CC=C2F)F)C=CC1C(F)(F)F (N-(3-fluoro-4-(trifluoromethyl)benzyl)-2-(2,6-difluorophenyl)-5-hydroxy-1-methyl-6-oxo-1,6-dihydropyrimidine-4-carboxamide), solid. Isolated yield 98.0%. As a reaction SMILES: C(O[C:4]([C:6]1[N:7]=[C:8]([C:15]2[C:20]([F:21])=[CH:19][CH:18]=[CH:17][C:16]=2[F:22])[N:9]([CH3:14])[C:10](=[O:13])[C:11]=1[OH:12])=[O:5])C.[F:23][C:24]1[CH:25]=[C:26]([CH:29]=[CH:30][C:31]=1[C:32]([F:35])([F:34])[F:33])[CH2:27][NH2:28]>>[F:23][C:24]1[CH:25]=[C:26]([CH:29]=[CH:30][C:31]=1[C:32]([F:33])([F:34])[F:35])[CH2:27][NH:28][C:4]([C:6]1[N:7]=[C:8]([C:15]2[C:16]([F:22])=[CH:17][CH:18]=[CH:19][C:20]=2[F:21])[N:9]([CH3:14])[C:10](=[O:13])[C:11]=1[OH:12])=[O:5]. Procedure details: Prepared according to the procedure described for example 2 from 2-(2,6-difluoro-phenyl)-5-hydroxy-1-methyl-6-oxo-1,6-dihydro-pyrimidine-4-carboxylic acid ethyl ester (31 mg, 0.1 mmol) and 3-fluoro-4-trifluoromethylbenzylamine (97 mg, 0.5 mmol). The title product was obtained as an off-white solid (44.7 mg, 98% yield). 1HNMR (500 MHz, CDCl3) δ: 12.13 (1H, s), 7.88 (1H, br s), 7.57–7.47 (4H, m), 7.06 (2H, dd, J=8.54, 7.32 Hz), 4.59 (2H, d, J=6.41 Hz), 3.41 (3H, s). HRMS (ESI) calcd for C20H12F6N3... The reactants are N(=O)[O-].[Na+] (sodium nitrite), O (water), ClC1=NSC(=C1C#N)C1=CC=CC=C1 (3-chloro-5-phenyl-4-isothiazolecarbonitrile), S(O)(O)(=O)=O (sulfuric acid), N(=O)[O-].[Na+] (sodium nitrite), N(=O)[O-].[Na+] (sodium nitrite), O (water). The product is ClC1=NSC(=C1C(=O)O)C1=CC=CC=C1 (3-chloro-5-phenyl-4-isothiazolecarboxylic acid). Isolated yield 75.0%. As a reaction SMILES: [Cl:1][C:2]1[C:6]([C:7]#N)=[C:5]([C:9]2[CH:14]=[CH:13][CH:12]=[CH:11][CH:10]=2)[S:4][N:3]=1.S(=O)(=O)(O)[OH:16].N([O-])=O.[Na+].[OH2:24]>>[Cl:1][C:2]1[C:6]([C:7]([OH:16])=[O:24])=[C:5]([C:9]2[CH:14]=[CH:13][CH:12]=[CH:11][CH:10]=2)[S:4][N:3]=1 |f:2.3|. Procedure: A mixture of 2.20 g (10 mole) of 3-chloro-5-phenyl-4-isothiazolecarbonitrile and 10 ml of concentrated sulfuric acid was heated at 130°-140° for 3 hours and cooled with an ice bath. A solution of 1.0 g (14.5 mole) of sodium nitrite in 5 ml of water was added dropwise. The addition of sodium nitrite solution was adjusted so that the temperature did not exceed 30°. After complete addition of the sodium nitrite solution, the mixture was poured into 200 ml of water, and the mixture was heated at 50°...